From a dataset of the Open Reaction Database (ORD), a public repository of structured organic reaction records. describe an organic reaction: reactants, conditions, products, and yield Starting materials: COC=1C=C(C=C(C1OC)OC)C(C)=O (3',4',5'-trimethoxyacetophenone), C(C1=CC=NC=C1)=O (isonicotinaldehyde), [OH-].[Na+] (sodium hydroxide). The solvent is O (water), O (water). Run at time 8 hour. The product is COC=1C=C(C=C(C1OC)OC)C(C=CC1=CC=NC=C1)=O (3',4',5'-trimethoxy-3-(4-pyridyl)-acrylophenone). Reaction SMILES: [CH3:1][O:2][C:3]1[CH:4]=[C:5]([C:13](=[O:15])[CH3:14])[CH:6]=[C:7]([O:11][CH3:12])[C:8]=1[O:9][CH3:10].[CH:16](=O)[C:17]1[CH:22]=[CH:21][N:20]=[CH:19][CH:18]=1.[OH-].[Na+]>O>[CH3:12][O:11][C:7]1[CH:6]=[C:5]([C:13](=[O:15])[CH:14]=[CH:16][C:17]2[CH:22]=[CH:21][N:20]=[CH:19][CH:18]=2)[CH:4]=[C:3]([O:2][CH3:1])[C:8]=1[O:9][CH3:10] |f:2.3|. Procedure details: 44 G. of 3',4',5'-trimethoxyacetophenone and 440 ml. of water are heated at 70° C. with stirring and treated with 20.2 ml. of isonicotinaldehyde. Then, there are added, three times at intervals of 30 minutes, 4 ml. each time of a 6% sodium hydroxide solution in water/methaol (2:1). The resulting reaction mixture is kept overnight at 70° C., cooled in an ice-bath and the resulting crystals are filtered off then washed with ethanol and ether to result in a product with a melting point at 124°-127°... Starting materials: COC(=O)CBr, O=C([O-])[O-], CN(C)C=O, [K+], [K+], O, O=C1c2ccccc2C(=O)N1O. Yields the product COC(=O)CON1C(=O)c2ccccc2C1=O. As a reaction SMILES: [Br:18][CH2:19][C:20](=[O:21])[O:22][CH3:23].[C:24](=[O:25])([O-:26])[O-:27].[CH3:1][N:2]([CH3:3])[CH:4]=[O:5].[K+:28].[K+:29].[OH2:30].[OH:6][N:7]1[C:8](=[O:17])[c:9]2[c:10]([cH:13][cH:14][cH:15][cH:16]2)[C:11]1=[O:12]>>[O:6]([N:7]1[C:8](=[O:17])[c:9]2[c:10]([cH:13][cH:14][cH:15][cH:16]2)[C:11]1=[O:12])[CH2:19][C:20](=[O:21])[O:22][CH3:23]. The reactants are OC(C)(C)C=1N=C(N(C1C(=O)OC)CC1=CC=C(C=C1)C1=C(C=CC=C1)C1=NN=NN1)COC (methyl 4-(1-hydroxy-1-methylethyl)-2-methoxymethyl-1-{4-[2-(tetrazol-5-yl)phenyl]phenyl}methylimidazole-5-carboxylate), aqueous solution, [OH-].[Na+] (sodium hydroxide). Product: OC(C)(C)C=1N=C(N(C1C(=O)O)CC1=CC=C(C=C1)C1=C(C=CC=C1)C1=NN=NN1)COC (4-(1-Hydroxy-1-methylethyl)-2-methoxymethyl-1-{4-[2-(tetrazol-5-yl)phenyl]phenyl}methylimidazole-5-carboxylic acid). The yield is 75.4%. RXN SMILES: [OH:1][C:2]([C:5]1[N:6]=[C:7]([CH2:32][O:33][CH3:34])[N:8]([CH2:14][C:15]2[CH:20]=[CH:19][C:18]([C:21]3[CH:26]=[CH:25][CH:24]=[CH:23][C:22]=3[C:27]3[NH:31][N:30]=[N:29][N:28]=3)=[CH:17][CH:16]=2)[C:9]=1[C:10]([O:12]C)=[O:11])([CH3:4])[CH3:3].[OH-].[Na+]>>[OH:1][C:2]([C:5]1[N:6]=[C:7]([CH2:32][O:33][CH3:34])[N:8]([CH2:14][C:15]2[CH:20]=[CH:19][C:18]([C:21]3[CH:26]=[CH:25][CH:24]=[CH:23][C:22]=3[C:27]3[NH:31][N:30]=[N:29][N:28]=3)=[CH:17][CH:16]=2)[C:9]=1[C:10]([OH:12])=[O:11])([CH3:4])[CH3:3] |f:1.2|. Reported procedure: A solution of 462 mg of methyl 4-(1-hydroxy-1-methylethyl)-2-methoxymethyl-1-{4-[2-(tetrazol-5-yl)phenyl]phenyl}methylimidazole-5-carboxylate [prepared as described in Example 82(b)] in 4 ml of a 1N aqueous solution of sodium hydroxide was stirred at room temperature for 5 hours. At the end of this time, the insoluble matter was filtered off, and 4 ml of a 1N aqueous solution of hydrochloric acid were added to the filtrate. The resulting crystalline powder was then collected by filtration, to gi... The reactants are ClC1=C(C=C(C=C1)O)F (4-Chloro-3-fluorophenol), ClC1=C(C=C(C=C1)O)F (4-Chloro-3-fluorophenol), C(C=1C(O)=CC=CC1)=O (salicylaldehyde). Product: ClC1=C(C=C(C(C=O)=C1)O)F (5-chloro-4-fluorosalicylaldehyde). As a reaction SMILES: [Cl:1][C:2]1[CH:7]=[CH:6][C:5]([OH:8])=[CH:4][C:3]=1[F:9].C(=O)C1[C:12](=CC=CC=1)[OH:13]>>[Cl:1][C:2]1[CH:7]=[C:6]([CH:12]=[O:13])[C:5]([OH:8])=[CH:4][C:3]=1[F:9]. Procedure details: 4-Chloro-3-fluorophenol (Avocado product #16029) was converted to the salicylaldehyde via a method similar to that described in Example 2, Step 1: mp 102.7–103.7° C. 1H NMR (CDCl3/300 MHz) 11.22 (d, 1H, J=1.6 Hz), 9.80 (s, 1H), 7.63 (d, 1H, J=7.9 Hz), 6.77 (d, 1H, J=10.3 Hz). 19F NMR (CDCl3/282 MHz) −100.3 (t). The reactants are CCC(N)CC, [Ca+2], [Cl-], [Cl-], COc1c([N+](=O)[O-])cc(C)c(C)c1[N+](=O)[O-]. Yields the product CCC(CC)Nc1c([N+](=O)[O-])cc(C)c(C)c1[N+](=O)[O-]. As a reaction SMILES: [CH2:20]([CH3:21])[CH:22]([CH2:23][CH3:24])[NH2:25].[Ca+2:18].[Cl-:17].[Cl-:19].[N+:1](=[O:2])([O-:3])[c:4]1[c:5]([O:15][CH3:16])[c:6]([N+:12](=[O:13])[O-:14])[cH:7][c:8]([CH3:11])[c:9]1[CH3:10]>>[N+:1](=[O:2])([O-:3])[c:4]1[c:5]([NH:25][CH:22]([CH2:20][CH3:21])[CH2:23][CH3:24])[c:6]([N+:12](=[O:13])[O-:14])[cH:7][c:8]([CH3:11])[c:9]1[CH3:10]. The reactants are Cc1nnc(-c2ccc3c(=O)n(CC(C)C)c(CN(C(=O)[O-])C(C)(C)C)c(-c4ccccc4)c3c2)o1, CCOC(C)=O, Cl, [Na+], O=C([O-])O. The product is Cc1nnc(-c2ccc3c(=O)n(CC(C)C)c(CN)c(-c4ccccc4)c3c2)o1. As a reaction SMILES: [C:1]([N:5]([C:2](=[O:3])[O-:4])[CH2:9][c:10]1[n:11]([CH2:33][CH:34]([CH3:35])[CH3:36])[c:12](=[O:32])[c:13]2[cH:14][cH:15][c:16](-[c:26]3[o:27][c:28]([CH3:31])[n:29][n:30]3)[cH:17][c:18]2[c:19]1-[c:20]1[cH:21][cH:22][cH:23][cH:24][cH:25]1)([CH3:6])([CH3:7])[CH3:8].[C:37]([O:38][CH2:39][CH3:40])(=[O:41])[CH3:42].[ClH:43].[Na+:44].[OH:45][C:46](=[O:47])[O-:48]>>[NH2:5][CH2:9][c:10]1[n:11]([CH2:33][CH:34]([CH3:35])[CH3:36])[c:12](=[O:32])[c:13]2[cH:14][cH:15][c:16](-[c:26]3[o:27][c:28]([CH3:31])[n:29][n:30]3)[cH:17][c:18]2[c:19]1-[c:20]1[cH:21][cH:22][cH:23][cH:24][cH:25]1.